This data is from the Open Reaction Database (ORD), a public repository of structured organic reaction records. The task is: describe an organic reaction: reactants, conditions, products, and yield The reactants are CC(C)C1=C(C(=CC=C1)C(C)C)CC(=O)C=1C(=C(C(=CC1)C(C)C)OS(N)(=O)=O)C(C)C (Sulfamic acid[[2,6-bis(1-methylethyl)phenyl]-acetyl]-2,6-bis(1-methylethyl)phenyl ester), C(C)(C)C1=C(C(=CC=C1)C(C)C)CC(=O)O (2,6-diisopropylphenylacetic acid), C1(=CC=CC=C1)C(C(=O)O)C (α-phenylpropionic acid). Yields the product O=C(C(C)C1=CC=CC=C1)C=1C(=C(C(=CC1)C(C)C)OS(N)(=O)=O)C(C)C (sulfamic acid(1-oxo-2-phenylpropyl)-2,6-bis(1-methylethyl)phenyl ester). RXN SMILES: CC([C:4]1[CH:9]=[CH:8][CH:7]=[C:6](C(C)C)[C:5]=1[CH2:13][C:14]([C:16]1[C:17]([CH:30]([CH3:32])[CH3:31])=[C:18]([O:25][S:26](=[O:29])(=[O:28])[NH2:27])[C:19]([CH:22]([CH3:24])[CH3:23])=[CH:20][CH:21]=1)=[O:15])C.[CH:33](C1C=CC=C(C(C)C)C=1CC(O)=O)(C)C.C1(C(C)C(O)=O)C=CC=CC=1>>[O:15]=[C:14]([C:16]1[C:17]([CH:30]([CH3:32])[CH3:31])=[C:18]([O:25][S:26](=[O:28])(=[O:29])[NH2:27])[C:19]([CH:22]([CH3:23])[CH3:24])=[CH:20][CH:21]=1)[CH:13]([C:5]1[CH:4]=[CH:9][CH:8]=[CH:7][CH:6]=1)[CH3:33]. Procedure details: This compound was prepared in the same manner as for the title compound of Example 1, except that 2,6-diisopropylphenylacetic acid was replaced with α-phenylpropionic acid, mp 142°-144° C. Reactants: CC(C)(C)O (tBuOH), CC[C@H]1CN2CC[C@H]1C[C@@H]2[C@H](C3=C4C=C(C=CC4=NC=C3)OC)OC5=NN=C(C6=CC=CC=C65)O[C@H]([C@H]7C[C@@H]8CCN7C[C@@H]8CC)C9=C1C=C(C=CC1=NC=C9)OC (Ad-Mix-β), CS(=O)(=O)N (methanesulfonamide), O (water), CON(C(C(=C)C)=O)C (N-methoxy-N-methylmethacrylamide). The product is O[C@](C(=O)N(C)OC)(CO)C ((S)-2,3-dihydroxy-N-methoxy-N,2-dimethylpropanamide). The yield is 118.0%. As a reaction SMILES: CC([OH:5])(C)C.CC[C@@H]1[C@@H]2C[C@H]([C@@H](OC3C4C(=CC=CC=4)C(O[C@@H](C4C=CN=C5C=4C=C(OC)C=C5)[C@@H]4N5C[C@H](CC)[C@@H](CC5)C4)=NN=3)C3C=CN=C4C=3C=C(OC)C=C4)N(CC2)C1.CS(N)(=O)=O.[CH3:69][O:70][N:71]([CH3:77])[C:72](=[O:76])[C:73]([CH3:75])=[CH2:74].[OH2:78]>>[OH:78][C@@:73]([CH3:75])([CH2:74][OH:5])[C:72]([N:71]([O:70][CH3:69])[CH3:77])=[O:76]. Procedure: A round bottom flask was charged with tBuOH (850 mL), water (850 mL), Ad-Mix-β (230 g, 166 mmol) and methanesulfonamide (15.8 g, 166 mmol). The mixture was stirred at ambient temperature until both phases were clear (about 5 minutes) and then cooled to 0° C., after which orange salts precipitated. N-methoxy-N-methylmethacrylamide (21.5 g, 166 mmol) was added and the heterogeneous slurry was stirred vigorously at 0° C. for 2 hours and warmed to ambient temperature and stirred for 24 hours. The re... The reactants are C(C)(C)(C)OC(=O)N1CC(C1)CC=O (N-tert-Butyloxycarbonyl-3-formylmethylazetidine), CC=1N(C=CN1)CC1=CC=C(C=C1)NN (4-(2-methylimidazol-1-ylmethyl)phenylhydrazine), C(=O)([O-])[O-].[K+].[K+] (K2CO3). Run in OS(=O)(=O)O (H2SO4). The product is N1C=CC2=CC=CC=C12 (indole). Yield: 105.1%. As a reaction SMILES: C(O[C:6]([N:8]1[CH2:11][CH:10]([CH2:12][CH:13]=O)[CH2:9]1)=O)(C)(C)C.[CH3:15][C:16]1N(CC2C=CC(NN)=CC=2)C=CN=1.C([O-])([O-])=O.[K+].[K+]>OS(O)(=O)=O>[NH:8]1[C:11]2[C:10](=[CH:12][CH:13]=[CH:15][CH:16]=2)[CH:9]=[CH:6]1 |f:2.3.4|. Reported procedure: N-tert-Butyloxycarbonyl-3-formylmethylazetidine (0.3 g, 1.51 mmol) was added to a solution of 4-(2-methylimidazol-1-ylmethyl)phenylhydrazine (0.36 g, 1.51 mmol) in 4% H2SO4 (25 ml) and the resulting solution refluxed for 3h. The mixture was then cooled to room temperature, basified with K2CO3 and extracted with n-butanol (2×100 ml). The combined extracts were dried (MgSO4), evaporated, and the residue chromatographed through silica-gel eluting with CH2Cl2 /MeOH/NH3 (20:8:1) to give the title-ind... Reactants: C(C)OCCl (ethoxy methyl chloride), CNC1=C(C=C(C=C1)C=1SC2=C(N1)C=CC(=C2)O)[N+](=O)[O-] (2-(4-Methylamino-3-nitrophenyl)-6-hydroxybenzothiazole), [H-].[Na+] (NaH), oil. Run in C1CCOC1 (THF), C1CCOC1 (THF). Product: [N+](=O)([O-])C=1C=C(C=CC1NC)C=1SC2=C(N1)C=CC(=C2)OCOCC (2-[3-nitro-4-(methylamino)phenyl]-6-ethoxymethoxybenzothiazole). RXN SMILES: [CH3:1][NH:2][C:3]1[CH:8]=[CH:7][C:6]([C:9]2[S:10][C:11]3[CH:17]=[C:16]([OH:18])[CH:15]=[CH:14][C:12]=3[N:13]=2)=[CH:5][C:4]=1[N+:19]([O-:21])=[O:20].[H-].[Na+].[CH2:24]([O:26][CH2:27]Cl)[CH3:25]>C1COCC1>[N+:19]([C:4]1[CH:5]=[C:6]([C:9]2[S:10][C:11]3[CH:17]=[C:16]([O:18][CH2:27][O:26][CH2:24][CH3:25])[CH:15]=[CH:14][C:12]=3[N:13]=2)[CH:7]=[CH:8][C:3]=1[NH:2][CH3:1])([O-:21])=[O:20] |f:1.2|. Reported procedure: A 3 necked 250 ml round bottom flask was dried in an oven at 80° C. overnight. A suspension of 6 (16.6 mmol, 5 g) in dry THF (180 ml) has been poured drop wise into a suspension of NaH 60% dispersion in mineral oil (33.2 mmol, 1.26 g, 2 eq) in dry THF (20 ml). Once the addition was complete neat ethoxy methyl chloride (16.6 mmol, 1.54 ml, 1 eq) was added and the reaction stirred over night. The dark brown mixture was filtrated under vacuum and the filtrate concentrated under high vacuum. Reactants: Cl, O=C(O)C(Cc1ccccc1)NS(=O)(=O)c1ccc(F)cc1, [Na], c1ccc(C2CCNCC2)cc1. Yields the product O=C(O)C(Cc1ccccc1)NS(=O)(=O)c1ccc(N2CCC(c3ccccc3)CC2)cc1. RXN SMILES: [ClH:24].[F:1][c:2]1[cH:3][cH:4][c:5]([S:8](=[O:9])(=[O:10])[NH:11][CH:12]([C:13](=[O:14])[OH:15])[CH2:16][c:17]2[cH:18][cH:19][cH:20][cH:21][cH:22]2)[cH:6][cH:7]1.[Na:23].[c:25]1([CH:31]2[CH2:32][CH2:33][NH:34][CH2:35][CH2:36]2)[cH:26][cH:27][cH:28][cH:29][cH:30]1>>[c:2]1([N:34]2[CH2:33][CH2:32][CH:31]([c:25]3[cH:26][cH:27][cH:28][cH:29][cH:30]3)[CH2:36][CH2:35]2)[cH:3][cH:4][c:5]([S:8](=[O:9])(=[O:10])[NH:11][CH:12]([C:13](=[O:14])[OH:15])[CH2:16][c:17]2[cH:18][cH:19][cH:20][cH:21][cH:22]2)[cH:6][cH:7]1. Starting materials: C1=CC=CC=2C3C4=CC=CC=C4C(C12)(C3)CN3CCC(CC3)(O)C=3C(=NC=CC3)F (1-(9,10-dihydro-9,10-methanoanthracen-9-ylmethyl)-4-(2-fluoro-3-pyridyl)piperidin-4-ol), [Na] (sodium), C(C)S (ethanethiol), C(C)S (ethanethiol), [H-].[Na+] (sodium hydride). The solvent is O1CCCC1 (tetrahydrofuran). Product: thiolate, C1=CC=CC=2C3C4=CC=CC=C4C(C12)(C3)CN3CCC(CC3)(O)C=3C(=NC=CC3)SCC (1-(9,10-Dihydro-9,10-methanoanthracen-9-ylmethyl)-4-(2-ethylthio-3-pyridyl)piperidin-4-ol). Yield: 90.4%. As a reaction SMILES: [CH:1]1[C:14]2[C:13]3([CH2:16][N:17]4[CH2:22][CH2:21][C:20]([C:24]5[C:25](F)=[N:26][CH:27]=[CH:28][CH:29]=5)([OH:23])[CH2:19][CH2:18]4)[CH2:15][CH:6]([C:7]4[C:12]3=[CH:11][CH:10]=[CH:9][CH:8]=4)[C:5]=2[CH:4]=[CH:3][CH:2]=1.[Na].[CH2:32]([SH:34])[CH3:33].[H-].[Na+]>O1CCCC1>[CH:1]1[C:14]2[C:13]3([CH2:16][N:17]4[CH2:22][CH2:21][C:20]([C:24]5[C:25]([S:34][CH2:32][CH3:33])=[N:26][CH:27]=[CH:28][CH:29]=5)([OH:23])[CH2:19][CH2:18]4)[CH2:15][CH:6]([C:7]4[C:12]3=[CH:11][CH:10]=[CH:9][CH:8]=4)[C:5]=2[CH:4]=[CH:3][CH:2]=1 |f:3.4,^1:30|. Procedure details: To a solution of the 1-(9,10-dihydro-9,10-methanoanthracen-9-ylmethyl)-4-(2-fluoro-3-pyridyl)piperidin-4-ol (described in example 58) (2.00 g, 5.00 mmol, 1 eq) in tetrahydrofuran (50 mL) under nitrogen was added the sodium salt of ethanethiol (0.90 g, 10.7 mmol, 2.2 eq). The thiolate salt was prepared from ethanethiol and sodium hydride under standard conditions. The reaction was heated to reflux for 18 h and quenched by pouring into water (100 mL). The aqueous phase was extracted with diethyl e... Reactants: C(C)C=1N=C(C2=C(N1)C=CN2)Cl (ethyl 4-chloro-5H-pyrrolo[3,2-d]pyrimidine), NC=1C=CC(=C(C(=O)[O-])C1)OC1=CC=CC=C1 (5-amino-2-phenoxybenzoate), CN1C(CCC1)=O (1-methyl-2-pyrrolidone), C(C)O (Ethanol). Run in O (water). Run at temperature 80 celsius, time 2 hour. Yields the product O(C1=CC=CC=C1)C1=C(C(=O)OCC)C=C(C=C1)NC=1C2=C(N=CN1)C=CN2 (ethyl 2-phenoxy-5-(5H-pyrrolo[3,2-d]pyrimidin-4-ylamino)benzoate). As a reaction SMILES: C([C:3]1[N:4]=[C:5](Cl)[C:6]2[NH:11][CH:10]=[CH:9][C:7]=2[N:8]=1)C.[NH2:13][C:14]1[CH:15]=[CH:16][C:17]([O:23][C:24]2[CH:29]=[CH:28][CH:27]=[CH:26][CH:25]=2)=[C:18]([CH:22]=1)[C:19]([O-:21])=[O:20].CN1CC[CH2:33][C:32]1=O.C(O)C>O>[O:23]([C:17]1[CH:16]=[CH:15][C:14]([NH:13][C:5]2[C:6]3[NH:11][CH:10]=[CH:9][C:7]=3[N:8]=[CH:3][N:4]=2)=[CH:22][C:18]=1[C:19]([O:21][CH2:32][CH3:33])=[O:20])[C:24]1[CH:25]=[CH:26][CH:27]=[CH:28][CH:29]=1. Procedure: A mixture of ethyl 4-chloro-5H-pyrrolo[3,2-d]pyrimidine (461 mg), 5-amino-2-phenoxybenzoate (926 mg) and 1-methyl-2-pyrrolidone (5 mL) was stirred at 80° C. for 2 hrs. Ethanol, water and activated carbon were added to the reaction mixture and the mixture was stirred. The activated carbon was filtered off, and the solvent was evaporated under reduced pressure. Aqueous sodium hydrogen carbonate solution was added to the residue and the mixture was extracted with ethyl acetate. The extract washed w...